From a dataset of the Open Reaction Database (ORD), a public repository of structured organic reaction records. describe an organic reaction: reactants, conditions, products, and yield Starting materials: C(C)OC1=C(N=NS1)CN1C=CC=2C1=CN=C(C2)C(=O)O (1-(5-Ethoxy-[1,2,3]thiadiazol-4-ylmethyl)-1H-pyrrolo[2,3-c]pyridine-5-carboxylic acid), ClC1=C(N=NS1)CN1C=CC=2C1=CN=C(C2)C(=O)OCC (Ethyl 1-(5-chloro-[1,2,3]thiadiazol-4-ylmethyl)-1H-pyrrolo[2,3-c]pyridine-5-carboxylate), N1C=CC=2C1=CN=C(C2)C(=O)OCC (ethyl 1H-pyrrolo[2,3-c]pyridine-5-carboxylate), ClC1=C(N=NS1)CCl (5-chloro-4-chloromethyl-[1,2,3]thiadiazole), C(C)OC1=C(N=NS1)CN1C=CC=2C1=CN=C(C2)C(=O)O (1-(5-ethoxy-[1,2,3]thiadiazol-4-ylmethyl)-1H-pyrrolo[2,3-c]pyridine-5-carboxylic acid), Cl.NO (hydroxylamine hydrochloride), ClC1=C(N=NS1)CN1C=CC=2C1=CN=C(C2)C(=O)OCC (ethyl 1-(5-chloro-[1,2,3]thiadiazol-4-ylmethyl)-1H-pyrrolo[2,3-c]pyridine-5-carboxylate), [OH-].[Na+] (sodium hydroxide), ClC=1C(=C(CN2C=CC=3C2=CN=C(C3)C(=O)NO)C(=CC1)F)F (1-(3-Chloro-2,6-difluorobenzyl)-N-hydroxy-1H-pyrrolo[2,3-c]pyridine-5-carboxamide). Run in C(C)O (ethanol). Yields the product C(C)OC1=C(N=NS1)CN1C=CC=2C1=CN=C(C2)C(=O)NO (1-(5-Ethoxy-[1,2,3]thiadiazol-4-ylmethyl)-N-hydroxy-1H-pyrrolo[2,3-c]pyridine-5-carboxamide). RXN SMILES: ClC1SN=NC=1CN1C2=CN=C(C(OCC)=O)C=C2C=C1.N1C2=CN=C(C(OCC)=O)C=C2C=C1.ClC1SN=NC=1CCl.[CH2:44]([O:46][C:47]1[S:51][N:50]=[N:49][C:48]=1[CH2:52][N:53]1[C:57]2=[CH:58][N:59]=[C:60]([C:62]([OH:64])=O)[CH:61]=[C:56]2[CH:55]=[CH:54]1)[CH3:45].[OH-].[Na+].ClC1C(F)=C(C(F)=CC=1)CN1C2=CN=C(C([NH:83][OH:84])=O)C=C2C=C1.Cl.NO>C(O)C>[CH2:44]([O:46][C:47]1[S:51][N:50]=[N:49][C:48]=1[CH2:52][N:53]1[C:57]2=[CH:58][N:59]=[C:60]([C:62]([NH:83][OH:84])=[O:64])[CH:61]=[C:56]2[CH:55]=[CH:54]1)[CH3:45] |f:4.5,7.8|. Procedure details: Ethyl 1-(5-chloro-[1,2,3]thiadiazol-4-ylmethyl)-1H-pyrrolo[2,3-c]pyridine-5-carboxylate. The title compound was prepared by alkylation of ethyl 1H-pyrrolo[2,3-c]pyridine-5-carboxylate and 5-chloro-4-chloromethyl-[1,2,3]thiadiazole in a manner similar to step (a) of example 1. 1H NMR (DMSO-d6) δ: 8.99 (s, 1H), 8.36 (s, 1H), 7.85 (d, 1H, J=3.0 Hz), 6.75 (d, 1H, J=3.0 Hz), 6.04 (s, 2H), 4.32 (q, 2H, J=7.0 Hz), 1.32 (t, 3H, J=7.0 Hz). LCMS (API-ES, M+H+): 323.0. (b) 1-(5-Ethoxy-[1,2,3]thiadiazol-4-y... Starting materials: CC#N, C(=NC1CCCCC1)=NC1CCCCC1, Nc1ccc(O)c(Cl)c1, O=C(O)c1ccccc1O. Yields the product O=C(Nc1ccc(O)c(Cl)c1)c1ccccc1O. Reaction SMILES: [CH3:35][C:36]#[N:37].[CH:20]1([N:21]=[C:22]=[N:23][CH:24]2[CH2:25][CH2:26][CH2:27][CH2:28][CH2:29]2)[CH2:30][CH2:31][CH2:32][CH2:33][CH2:34]1.[Cl:11][c:12]1[c:13]([OH:19])[cH:14][cH:15][c:16]([NH2:18])[cH:17]1.[OH:1][C:2](=[O:3])[c:4]1[cH:5][cH:6][cH:7][cH:8][c:9]1[OH:10]>>[C:2](=[O:3])([c:4]1[cH:5][cH:6][cH:7][cH:8][c:9]1[OH:10])[NH:18][c:16]1[cH:15][cH:14][c:13]([OH:19])[c:12]([Cl:11])[cH:17]1. Starting materials: CNC (dimethylamine), Pyridine hydrobromide perbromide, C(C)OC(=O)C1=C(NC(=C(C1C1=C(C=CC=C1)C=O)C(=O)OCC)C)C (4-(2-formylphenyl)-1,4-dihydro-2,6-dimethyl-3,5-pyridinedicarboxylic acid diethylester), N1=CC=CC=C1 (pyridine). Run in ClCCl (dicloromethane). Run at temperature -10 celsius, time 0.5 hour. Product: C(C)OC(=O)C1=C(N(C(=C(C1C1=C(C=CC=C1)C=O)C(=O)OCC)C)C)N(C)C (4-(2-Formylphenyl)-1,4-dihydro-2-dimethylamino-methyl-6-methyl-3,5-pyridinedicarboxylic acid diethylester). RXN SMILES: C1C=[CH:5][NH+:4]=[CH:3]C=1.Br[Br-]Br.[CH2:10]([O:12][C:13]([C:15]1[CH:20]([C:21]2[CH:26]=[CH:25][CH:24]=[CH:23][C:22]=2[CH:27]=[O:28])[C:19]([C:29]([O:31][CH2:32][CH3:33])=[O:30])=[C:18](C)[NH:17][C:16]=1[CH3:35])=[O:14])[CH3:11].N1C=CC=C[CH:37]=1.CNC>ClCCl>[CH2:32]([O:31][C:29]([C:19]1[CH:20]([C:21]2[CH:26]=[CH:25][CH:24]=[CH:23][C:22]=2[CH:27]=[O:28])[C:15]([C:13]([O:12][CH2:10][CH3:11])=[O:14])=[C:16]([CH3:35])[N:17]([CH3:37])[C:18]=1[N:4]([CH3:5])[CH3:3])=[O:30])[CH3:33] |f:0.1|. Procedure: Pyridine hydrobromide perbromide (3.2 g) was added to a solution of 4-(2-formylphenyl)-1,4-dihydro-2,6-dimethyl-3,5-pyridinedicarboxylic acid diethylester (3.15 g) and pyridine (1.3 ml) in dicloromethane (100 ml) at 0° C. and stirred for 0.5 hours. The mixture was then cooled to -10° C., treated with dimethylamine (10.6 ml) and stirred at -10° C. for 1 hour. The solvent was evaporated and the residue taken up with ethyl acetate. The solid was filtered off and the solution evaporated to dryness t... Starting materials: CCO, CN(C)c1ccncc1, ClC(Cl)Cl, [Cl-], [Cl-], [Cl-], [Cl-], CC(Oc1c(Cl)cccc1Cl)C(=O)NCCN, C1CCOC1, [Ti+4]. Yields the product CC(Oc1c(Cl)cccc1Cl)C1=NCCN1. RXN SMILES: [CH2:18]([OH:19])[CH3:20].[CH3:30][N:31]([CH3:32])[c:33]1[cH:34][cH:35][n:36][cH:37][cH:38]1.[CH:21]([Cl:22])([Cl:23])[Cl:24].[Cl-:39].[Cl-:40].[Cl-:41].[Cl-:42].[NH2:1][CH2:2][CH2:3][NH:4][C:5]([CH:6]([CH3:7])[O:8][c:9]1[c:10]([Cl:16])[cH:11][cH:12][cH:13][c:14]1[Cl:15])=[O:17].[O:25]1[CH2:26][CH2:27][CH2:28][CH2:29]1.[Ti+4:43]>>[N:1]1=[C:5]([CH:6]([CH3:7])[O:8][c:9]2[c:10]([Cl:16])[cH:11][cH:12][cH:13][c:14]2[Cl:15])[NH:4][CH2:3][CH2:2]1.